From a dataset of the Open Reaction Database (ORD), a public repository of structured organic reaction records. describe an organic reaction: reactants, conditions, products, and yield The yield is 99.4%. Run in CO (methanol). Reaction SMILES: [C:1]([O:5][NH:6][C:7]([CH2:9][CH2:10][NH2:11])=[O:8])([CH3:4])([CH3:3])[CH3:2].[O:12]([CH2:19][CH:20]1[O:22][CH2:21]1)[C:13]1[CH:18]=[CH:17][CH:16]=[CH:15][CH:14]=1>CO>[NH4+:6].[OH-:5].[C:1]([O:5][NH:6][C:7]([CH2:9][CH2:10][NH:11][CH2:21][CH:20]([OH:22])[CH2:19][O:12][C:13]1[CH:18]=[CH:17][CH:16]=[CH:15][CH:14]=1)=[O:8])([CH3:4])([CH3:3])[CH3:2] |f:3.4|. Procedure details: A solution of 1.0 g (6.2 mmol) of 2-(tert-butoxycarbamoyl)ethylamine and 940 mg (6.2 mmol) of (±)-3-phenoxy-1,2-epoxypropane in 15 ml of methanol is heated at reflux under N2 for 5 hr. After removing the solvent, the residue is flash chromatographed on silica gel (500 ml 98:2 CHCl3 :CH3OH, 500 ml of 95:5 CHCl3 :CH3OH, 500 ml of90:10 CHCl3 :CH3OH, and finally 1000 ml of 90:10:2 CHCl3 :CH3OH:NH4OH) to give 956 mg of (±)-N-(2-tertbutoxycarbamoylethyl)-2-hydroxy-3-phenoxypropylamine as a white solid... Reactants: C(C)(C)(C)ONC(=O)CCN (2-(tert-butoxycarbamoyl)ethylamine), O(C1=CC=CC=C1)CC1CO1 ((±)-3-phenoxy-1,2-epoxypropane). Yields the product [NH4+].[OH-] (NH4OH), C(C)(C)(C)ONC(=O)CCNCC(COC1=CC=CC=C1)O ((±)-N-(2-tertbutoxycarbamoylethyl)-2-hydroxy-3-phenoxypropylamine). Reactants: O=S(=O)(O)c1ccc(Cn2nnc(-c3cccc(Br)c3)n2)cc1, CCN(C(C)C)C(C)C, [Cu]I, C#CCc1ccc(F)cc1, [Na], CN(C)C=O, [Pd], c1ccc(P(c2ccccc2)c2ccccc2)cc1, c1ccc(P(c2ccccc2)c2ccccc2)cc1, c1ccc(P(c2ccccc2)c2ccccc2)cc1, c1ccc(P(c2ccccc2)c2ccccc2)cc1. Product: O=S(=O)(O)c1ccc(Cn2nnc(-c3cccc(C#CCc4ccc(F)cc4)c3)n2)cc1. RXN SMILES: [Br:1][c:2]1[cH:3][c:4](-[c:8]2[n:9][n:10][n:11]([CH2:13][c:14]3[cH:15][cH:16][c:17]([S:20](=[O:21])(=[O:22])[OH:23])[cH:18][cH:19]3)[n:12]2)[cH:5][cH:6][cH:7]1.[CH:25]([N:26]([CH:27]([CH3:28])[CH3:29])[CH2:30][CH3:31])([CH3:32])[CH3:33].[Cu:126][I:127].[F:34][c:35]1[cH:36][cH:37][c:38]([CH2:41][C:42]#[CH:43])[cH:39][cH:40]1.[Na:24].[O:44]=[CH:45][N:46]([CH3:47])[CH3:48].[Pd:125].[c:106]1([P:107]([c:108]2[cH:109][cH:110][cH:111][cH:112][cH:113]2)[c:114]2[cH:115][cH:116][cH:117][cH:118][cH:119]2)[cH:120][cH:121][cH:122][cH:123][cH:124]1.[c:49]1([P:50]([c:51]2[cH:52][cH:53][cH:54][cH:55][cH:56]2)[c:57]2[cH:58][cH:59][cH:60][cH:61][cH:62]2)[cH:63][cH:64][cH:65][cH:66][cH:67]1.[c:68]1([P:69]([c:70]2[cH:71][cH:72][cH:73][cH:74][cH:75]2)[c:76]2[cH:77][cH:78][cH:79][cH:80][cH:81]2)[cH:82][cH:83][cH:84][cH:85][cH:86]1.[c:87]1([P:88]([c:89]2[cH:90][cH:91][cH:92][cH:93][cH:94]2)[c:95]2[cH:96][cH:97][cH:98][cH:99][cH:100]2)[cH:101][cH:102][cH:103][cH:104][cH:105]1>>[c:2]1([C:43]#[C:42][CH2:41][c:38]2[cH:37][cH:36][c:35]([F:34])[cH:40][cH:39]2)[cH:3][c:4](-[c:8]2[n:9][n:10][n:11]([CH2:13][c:14]3[cH:15][cH:16][c:17]([S:20](=[O:21])(=[O:22])[OH:23])[cH:18][cH:19]3)[n:12]2)[cH:5][cH:6][cH:7]1. Reactants: Cl (HCl), C(CCC)[Mg]Cl.O1CCCC1 (n-butylmagnesium chloride tetrahydrofuran), ClCC(=O)O (monochloroacetic acid), C(C1=CC=CC=C1)(=O)OC (methyl benzoate), C[Si](N[Si](C)(C)C)(C)C (hexamethyldisilazane). The solvent is O1CCCC1 (tetrahydrofuran), O1CCCC1 (tetrahydrofuran). Conditions: temperature 0 celsius, time 10 minute. Yields the product C(C(=O)C1=CC=CC=C1)Cl (phenacyl chloride). Isolated yield 84.3%. Reaction SMILES: C[Si](C)(C)N[Si](C)(C)C.C([Mg]Cl)CCC.O1CCCC1.[Cl:21][CH2:22][C:23]([OH:25])=O.C(OC)(=O)[C:27]1[CH:32]=[CH:31][CH:30]=[CH:29][CH:28]=1.Cl>O1CCCC1>[CH2:22]([Cl:21])[C:23]([C:27]1[CH:32]=[CH:31][CH:30]=[CH:29][CH:28]=1)=[O:25] |f:1.2|. Reported procedure: To 5 mL of tetrahydrofuran was added hexamethyldisilazane (6.6 mmol) under the atomosphere of nitrogen gas and after the solution was cooled to 0° C., 6.67 mL of 0.9 M n-butylmagnesium chloride/tetrahydrofuran (6 mmol) was added. The mixture was stirred at 0° C. for 10 minutes. Then, after cooling to -30° C., a solution of 284 mg (3.0 mmol) of monochloroacetic acid and 136 mg (1 mmol) of methyl benzoate in 5 mL of tetrahydrofuran was added dropwise for 5 minutes. This mixture was stirred at -30°... Starting materials: CC1(CBr)OCCO1, Nc1ncnc2oc(-c3ccccc3)c(-c3ccccc3)c12, [Na+], CN(C)C=O, [OH-]. The product is CC1(CNc2ncnc3oc(-c4ccccc4)c(-c4ccccc4)c23)OCCO1. RXN SMILES: [Br:23][CH2:24][C:25]1([CH3:30])[O:26][CH2:27][CH2:28][O:29]1.[NH2:1][c:2]1[c:3]2[c:4]([n:5][cH:6][n:7]1)[o:8][c:9](-[c:17]1[cH:18][cH:19][cH:20][cH:21][cH:22]1)[c:10]2-[c:11]1[cH:12][cH:13][cH:14][cH:15][cH:16]1.[Na+:32].[O:33]=[CH:34][N:35]([CH3:36])[CH3:37].[OH-:31]>>[NH:1]([c:2]1[c:3]2[c:4]([n:5][cH:6][n:7]1)[o:8][c:9](-[c:17]1[cH:18][cH:19][cH:20][cH:21][cH:22]1)[c:10]2-[c:11]1[cH:12][cH:13][cH:14][cH:15][cH:16]1)[CH2:24][C:25]1([CH3:30])[O:26][CH2:27][CH2:28][O:29]1. Reactants: COC=1C(=CC2=C(C(N(C3=C4C(=NC=C23)C=CC=C4[N+](=O)[O-])CCN(C)C)=O)C1)OC (8,9-Dimethoxy-4-nitro-5-[2-(N,N-dimethylamino)ethyl]-5H-dibenzo[c,h][1,6]-naphthyridin-6-one). The reagents and catalysts are [Ni] (Raney Nickel), O.NN (hydrazine hydrate). The solvent is C(C)O (ethanol). Reaction conditions: time 2 hour. The product is NC1=CC=CC2=NC=C3C4=C(C(N(C3=C21)CCN(C)C)=O)C=C(C(=C4)OC)OC (4-Amino-8,9-dimethoxy-5-[2-(N,N-dimethylamino)ethyl]-5H-dibenzo[c,h][1,6]-naphthyridin-6-one). As a reaction SMILES: [CH3:1][O:2][C:3]1[C:4]([O:30][CH3:31])=[CH:5][C:6]2[C:15]3[C:10](=[C:11]4[C:19]([N+:20]([O-])=O)=[CH:18][CH:17]=[CH:16][C:12]4=[N:13][CH:14]=3)[N:9]([CH2:23][CH2:24][N:25]([CH3:27])[CH3:26])[C:8](=[O:28])[C:7]=2[CH:29]=1>C(O)C.[Ni].O.NN>[NH2:20][C:19]1[C:11]2[C:12](=[N:13][CH:14]=[C:15]3[C:10]=2[N:9]([CH2:23][CH2:24][N:25]([CH3:26])[CH3:27])[C:8](=[O:28])[C:7]2[CH:29]=[C:3]([O:2][CH3:1])[C:4]([O:30][CH3:31])=[CH:5][C:6]3=2)[CH:16]=[CH:17][CH:18]=1 |f:3.4|. Reported procedure: To a stirred solution of compound 3d (37 mg, 0.088 mmol) in ethanol (8 mL) was added 1 pinch of Raney Nickel and 5 drops of hydrazine hydrate, and the mixture was stirred at ambient temperature for 2 h. The mixture was filtered through Celite and the filtrate was evaporated. The residue was dissolved in chloroform (25 mL) and washed with brine (25 mL), dried (MgSO4), and evaporated, giving 28 mg (81%) as a yellow solid; mp 239-241° C.; 1H NMR (CDCl3) δ 1.80 (s, 6H), 2.10 (m, 2H), 4.05 (s, 3H), 4...